Dataset: the Open Reaction Database (ORD), a public repository of structured organic reaction records. Task: describe an organic reaction: reactants, conditions, products, and yield Reactants: BrC=1N=CC(=NC1C1=CC(=CC=C1)F)N (5-bromo-6-(3-fluorophenyl)pyrazin-2-amine), CC1(OB(OC1(C)C)C1=CC=NC=C1)C (4-(4,4,5,5-tetramethyl-[1,3,2]dioxaborolan-2-yl)pyridine), aqueous solution, C([O-])([O-])=O.[Cs+].[Cs+] (cesium carbonate). Reagents/catalysts: ClCCl.[Pd](Cl)Cl.C1(=CC=CC=C1)P([C-]1C=CC=C1)C1=CC=CC=C1.[C-]1(C=CC=C1)P(C1=CC=CC=C1)C1=CC=CC=C1.[Fe+2] (1,1′-bis(diphenylphosphino)ferrocene-palladium(II) dichloride dichloromethane). Solvent: O1CCOCC1 (dioxane). Reaction conditions: time 20 hour. Product: FC=1C=C(C=CC1)C1=C(N=CC(=N1)N)C1=CC=NC=C1 (6-(3-Fluorophenyl)-5-pyridin-4-ylpyrazin-2-amine). The yield is 60.2%. Reaction SMILES: Br[C:2]1[N:3]=[CH:4][C:5]([NH2:15])=[N:6][C:7]=1[C:8]1[CH:13]=[CH:12][CH:11]=[C:10]([F:14])[CH:9]=1.CC1(C)C(C)(C)OB([C:24]2[CH:29]=[CH:28][N:27]=[CH:26][CH:25]=2)O1.C(=O)([O-])[O-].[Cs+].[Cs+]>ClCCl.[Pd](Cl)Cl.C1(P(C2C=CC=CC=2)[C-]2C=CC=C2)C=CC=CC=1.[C-]1(P(C2C=CC=CC=2)C2C=CC=CC=2)C=CC=C1.[Fe+2].O1CCOCC1>[F:14][C:10]1[CH:9]=[C:8]([C:7]2[N:6]=[C:5]([NH2:15])[CH:4]=[N:3][C:2]=2[C:24]2[CH:29]=[CH:28][N:27]=[CH:26][CH:25]=2)[CH:13]=[CH:12][CH:11]=1 |f:2.3.4,5.6.7.8.9|. Reported procedure: An oven dried resealable Schlenk tube was charged with 5-bromo-6-(3-fluorophenyl)pyrazin-2-amine (Preparation 1, 0.3 g, 1.11 mmol), 4-(4,4,5,5-tetramethyl-[1,3,2]dioxaborolan-2-yl)pyridine (459 mg, 2.23 mmol), dioxane (35 mL) and a 2M aqueous solution of cesium carbonate (3.3 mL, 6.66 mmol) were added. The Schienk tube was subjected to three cycles of evacuation-backfilling with argon, and 1,1′-bis(diphenylphosphino)ferrocene-palladium(II) dichloride dichloromethane complex [PdCl2dppf.DCM] (45 m... The reactants are O=C([O-])O, CS(=O)(=O)Cl, CNC(=O)c1c2cc(C3CC3)c(C(CCO)S(C)(=O)=O)cc2nn1-c1ccc(C)cc1, CCN(C(C)C)C(C)C, ClCCl, [Na+]. The product is CNC(=O)c1c2cc(C3CC3)c(C(CCOS(C)(=O)=O)S(C)(=O)=O)cc2nn1-c1ccc(C)cc1. As a reaction SMILES: [C:49](=[O:50])([OH:51])[O-:52].[CH3:41][S:42]([Cl:43])(=[O:44])=[O:45].[CH:1]1([c:4]2[cH:5][c:6]3[c:7]([C:28](=[O:29])[NH:30][CH3:31])[n:8](-[c:21]4[cH:22][cH:23][c:24]([CH3:27])[cH:25][cH:26]4)[n:9][c:10]3[cH:11][c:12]2[CH:13]([CH2:14][CH2:15][OH:16])[S:17](=[O:18])(=[O:19])[CH3:20])[CH2:2][CH2:3]1.[CH:32]([N:33]([CH2:34][CH3:35])[CH:36]([CH3:37])[CH3:38])([CH3:39])[CH3:40].[Cl:46][CH2:47][Cl:48].[Na+:53]>>[CH:1]1([c:4]2[cH:5][c:6]3[c:7]([C:28](=[O:29])[NH:30][CH3:31])[n:8](-[c:21]4[cH:22][cH:23][c:24]([CH3:27])[cH:25][cH:26]4)[n:9][c:10]3[cH:11][c:12]2[CH:13]([CH2:14][CH2:15][O:16][S:42]([CH3:41])(=[O:44])=[O:45])[S:17](=[O:18])(=[O:19])[CH3:20])[CH2:2][CH2:3]1. Product: ClC=1C=C2C(=CC=NC2=CC1)N1N=CC=C1C1=NN(C=CC1=O)C1=CC=C(C=C1)OC(F)(F)F (3-[2-(6-Chloro-quinolin-4-yl)-2H-pyrazol-3-yl]-1-(4-trifluoromethoxy-phenyl)-1H-pyridazin-4-one). Reported procedure: The product was obtained starting from 3-((E)-3-Dimethylamino-acryloyl)-1-(4-trifluoromethoxy-phenyl)-1H-pyridazin-4-one (A-8) and (6-chloro-quinolin-4-yl)-hydrazine according to the method described for example 91. MS: M=484.1 (M+H)+ Reaction SMILES: CN(C)/[CH:3]=[CH:4]/[C:5]([C:7]1[C:12](=[O:13])[CH:11]=[CH:10][N:9]([C:14]2[CH:19]=[CH:18][C:17]([O:20][C:21]([F:24])([F:23])[F:22])=[CH:16][CH:15]=2)[N:8]=1)=O.[Cl:26][C:27]1[CH:28]=[C:29]2[C:34](=[CH:35][CH:36]=1)[N:33]=[CH:32][CH:31]=[C:30]2[NH:37][NH2:38]>>[Cl:26][C:27]1[CH:28]=[C:29]2[C:34](=[CH:35][CH:36]=1)[N:33]=[CH:32][CH:31]=[C:30]2[N:37]1[C:5]([C:7]2[C:12](=[O:13])[CH:11]=[CH:10][N:9]([C:14]3[CH:19]=[CH:18][C:17]([O:20][C:21]([F:24])([F:23])[F:22])=[CH:16][CH:15]=3)[N:8]=2)=[CH:4][CH:3]=[N:38]1. Reactants: CN(/C=C/C(=O)C1=NN(C=CC1=O)C1=CC=C(C=C1)OC(F)(F)F)C (3-((E)-3-Dimethylamino-acryloyl)-1-(4-trifluoromethoxy-phenyl)-1H-pyridazin-4-one), ClC=1C=C2C(=CC=NC2=CC1)NN ((6-chloro-quinolin-4-yl)-hydrazine). The reactants are C(C)(=O)C(C(=O)OCC)(CCCCCCC(=O)OCC)CC#CC(CCCCC)OC(C)=O (diethyl 2-acetyl-2-(4-acetoxy-2-nonyn-1-yl)azelate), [OH-].[Na+] (sodium hydroxide), crude product. Run in O (water), CO (methanol). Product: C(C)(=O)C(CCCCCCC(=O)O)CC#CC(CCCCC)O (8-acetyl-12-hydroxy-10-heptadecynoic acid). Yield: 36.1%. Reaction SMILES: [C:1]([C:4]([CH2:21][C:22]#[C:23][CH:24]([O:30]C(=O)C)[CH2:25][CH2:26][CH2:27][CH2:28][CH3:29])([CH2:10][CH2:11][CH2:12][CH2:13][CH2:14][CH2:15][C:16]([O:18]CC)=[O:17])C(OCC)=O)(=[O:3])[CH3:2].[OH-].[Na+]>O.CO>[C:1]([CH:4]([CH2:21][C:22]#[C:23][CH:24]([OH:30])[CH2:25][CH2:26][CH2:27][CH2:28][CH3:29])[CH2:10][CH2:11][CH2:12][CH2:13][CH2:14][CH2:15][C:16]([OH:18])=[O:17])(=[O:3])[CH3:2] |f:1.2|. Reported procedure: A solution of diethyl 2-acetyl-2-(4-acetoxy-2-nonyn-1-yl)azelate (59.7 g., 0.128 mole) and sodium hydroxide (30 g., 0.75 mole) in water (200 ml.) and methanol (800 ml.) is heated at 60° for 16 hours. Most of the methanol is then distilled at reduced pressure and the residue is dissolved in water. The solution is acidified to Congo Red with hydrochloric acid and the oily product taken up in ether and dried over sodium sulfate. Evaporation of the ether leaves 41.1 g. of the crude product as a redd... Yields the product ClC=1C=C(C=C(C1OC1=CC(=C(C=C1)NC(C)=O)C1=CC=CC=C1)Cl)CC(=O)O (3,5-dichloro-4-(4-acetamido-3-phenylphenoxy)phenylacetic acid). Starting materials: C(C)(=O)OC1=C(C(=C(C(=C1)Cl)OC1=CC(=C(C=C1)NC(C)=O)Br)Cl)C (Methyl[3,5-dichloro-4-(4-acetamido-3-bromophenoxy)phenyl] acetate), ester, n-tributylphenyltin, C(C)(=O)OC1=C(C(=C(C(=C1)Cl)OC1=CC(=C(C=C1)NC(C)=O)C1=CC=CC=C1)Cl)C (methyl(3,5-dichloro-4-[4-acetamido-3-phenylphenoxy]phenyl) acetate). Procedure: Methyl[3,5-dichloro-4-(4-acetamido-3-bromophenoxy)phenyl] acetate (100 mg) was coupled with n-tributylphenyltin (140 mg, 0.38 mmol), using the same procedure as described in Example 3(a). This gave 70 mg (70%) of methyl(3,5-dichloro-4-[4-acetamido-3-phenylphenoxy]phenyl) acetate. A part of the obtained ester (50 mg) was hydrolysed using the method described in Example 1(i), to give 45 mg (95%) of 3,5-dichloro-4-(4-acetamido-3-phenylphenoxy)phenylacetic acid, m/z 430. As a reaction SMILES: [C:1]([O:4]C1C=C(Cl)C(OC2C=CC(NC(=O)C)=C(Br)C=2)=C(Cl)C=1C)(=[O:3])[CH3:2].C(O[C:30]1[CH:35]=[C:34]([Cl:36])[C:33]([O:37][C:38]2[CH:43]=[CH:42][C:41]([NH:44][C:45](=[O:47])[CH3:46])=[C:40]([C:48]3[CH:53]=[CH:52][CH:51]=[CH:50][CH:49]=3)[CH:39]=2)=[C:32]([Cl:54])[C:31]=1C)(=O)C>>[Cl:36][C:34]1[CH:35]=[C:30]([CH2:2][C:1]([OH:4])=[O:3])[CH:31]=[C:32]([Cl:54])[C:33]=1[O:37][C:38]1[CH:43]=[CH:42][C:41]([NH:44][C:45](=[O:47])[CH3:46])=[C:40]([C:48]2[CH:49]=[CH:50][CH:51]=[CH:52][CH:53]=2)[CH:39]=1. The yield is 66.4%. Starting materials: CCOC(C)=O, C#Cc1cc(Cl)cc(S(=O)(=O)N(CC(=O)O)c2ccc3c(c2)c2ccccc2n3CC)c1, [H][H], O=[Pt]=O. Product: CCc1cc(Cl)cc(S(=O)(=O)N(CC(=O)O)c2ccc3c(c2)c2ccccc2n3CC)c1. As a reaction SMILES: [CH3:35][CH2:36][O:37][C:38](=[O:39])[CH3:40].[Cl:1][c:2]1[cH:3][c:4]([S:10](=[O:11])(=[O:12])[N:13]([c:14]2[cH:15][cH:16][c:17]3[n:18]([CH2:27][CH3:28])[c:19]4[cH:20][cH:21][cH:22][cH:23][c:24]4[c:25]3[cH:26]2)[CH2:29][C:30](=[O:31])[OH:32])[cH:5][c:6]([C:8]#[CH:9])[cH:7]1.[H:33][H:34].[Pt:41](=[O:42])=[O:43]>>[Cl:1][c:2]1[cH:3][c:4]([S:10](=[O:11])(=[O:12])[N:13]([c:14]2[cH:15][cH:16][c:17]3[n:18]([CH2:27][CH3:28])[c:19]4[cH:20][cH:21][cH:22][cH:23][c:24]4[c:25]3[cH:26]2)[CH2:29][C:30](=[O:31])[OH:32])[cH:5][c:6]([CH2:8][CH3:9])[cH:7]1.